This data is from the Open Reaction Database (ORD), a public repository of structured organic reaction records. The task is: describe an organic reaction: reactants, conditions, products, and yield The reactants are C([O-])(O)=O.[Na+] (sodium bicarbonate), [Si](C)(C)(C(C)(C)C)OC(C=CC1C=CC(C1C(C#CCCCC(=O)OC)O)=O)C1CCCC1 (4-(3-t-butyldimethylsilyloxy-3-cyclopentyl-1-propenyl)-5-(1-hydroxy-6-methoxycarbonyl-2-hexyn-1-yl)-2-cyclopentenone), O1CCCC1 (tetrahydrofuran), C(C)(=O)O (acetic acid). The solvent is C(C)(=O)OCC (ethyl acetate), O (water), mixed solvent. Conditions: time 20 hour. Yields the product OC(C=CC1C=CC(C1C(C#CCCCC(=O)OC)O)=O)C1CCCC1 (4-(3-hydroxy-3-cyclopentyl-1-propenyl)-5-(1-hydroxy-6-methoxycarbonyl-2-hexyn-yl)-2-cyclopentenone). Isolated yield 79.3%. RXN SMILES: [Si]([O:8][CH:9]([CH:29]1[CH2:33][CH2:32][CH2:31][CH2:30]1)[CH:10]=[CH:11][CH:12]1[CH:16]([CH:17]([OH:27])[C:18]#[C:19][CH2:20][CH2:21][CH2:22][C:23]([O:25][CH3:26])=[O:24])[C:15](=[O:28])[CH:14]=[CH:13]1)(C(C)(C)C)(C)C.C(O)(=O)C.O1CCCC1.C(=O)(O)[O-].[Na+]>C(OCC)(=O)C.O>[OH:8][CH:9]([CH:29]1[CH2:30][CH2:31][CH2:32][CH2:33]1)[CH:10]=[CH:11][CH:12]1[CH:16]([CH:17]([OH:27])[C:18]#[C:19][CH2:20][CH2:21][CH2:22][C:23]([O:25][CH3:26])=[O:24])[C:15](=[O:28])[CH:14]=[CH:13]1 |f:3.4|. Procedure: 63 mg (0.133 mmole) of 4-(3-t-butyldimethylsilyloxy-3-cyclopentyl-1-propenyl)-5-(1-hydroxy-6-methoxycarbonyl-2-hexyn-1-yl)-2-cyclopentenone obtained in Example 25 was dissolved in 2 ml of a mixed solvent composed of acetic acid, tetrahydrofuran and water in a ratio of 3:2:2, and the solution was stirred for 20 hours. An aqueous solution of sodium bicarbonate and ethyl acetate were added to the reaction mixture to perform extraction. The organic layers were combined, washed with a saturated aqueo... The reactants are CCO, COC(=O)C(C)Oc1cc(Oc2ccc(C(F)(F)F)cc2Cl)ccc1[N+](=O)[O-]. The product is CC1Oc2cc(Oc3ccc(C(F)(F)F)cc3Cl)ccc2NC1=O. RXN SMILES: [CH3:29][CH2:30][OH:31].[Cl:1][c:2]1[c:3]([O:4][c:5]2[cH:6][cH:7][c:8]([N+:18]([O-:14])=[O:15])[c:9]([O:10][CH:11]([C:12](=[O:13])[O:19][CH3:20])[CH3:16])[cH:17]2)[cH:21][cH:22][c:23]([C:25]([F:26])([F:27])[F:28])[cH:24]1>>[Cl:1][c:2]1[c:3]([O:4][c:5]2[cH:6][cH:7][c:8]3[c:9]([cH:17]2)[O:10][CH:11]([CH3:16])[C:12](=[O:13])[NH:18]3)[cH:21][cH:22][c:23]([C:25]([F:26])([F:27])[F:28])[cH:24]1.